From a dataset of the Open Reaction Database (ORD), a public repository of structured organic reaction records. describe an organic reaction: reactants, conditions, products, and yield Reactants: C=CCCOC(=O)C1CCCN1C(=O)CCCCC(=O)N1CCCC1C(=O)OCCC=C, ClCCl. Yields the product O=C1OCCC=CCCOC(=O)C2CCCN2C(=O)CCCCC(=O)N2CCCC12. RXN SMILES: [CH2:1]([CH2:2][CH:3]=[CH2:4])[O:5][C:6](=[O:7])[CH:8]1[N:9]([C:13]([CH2:14][CH2:15][CH2:16][CH2:17][C:18](=[O:19])[N:20]2[CH:21]([C:25](=[O:26])[O:27][CH2:28][CH2:29][CH:30]=[CH2:31])[CH2:22][CH2:23][CH2:24]2)=[O:32])[CH2:10][CH2:11][CH2:12]1.[Cl:33][CH2:34][Cl:35]>>[CH2:1]1[CH2:2][CH:31]=[CH:30][CH2:29][CH2:28][O:27][C:25](=[O:26])[CH:21]2[N:20]([C:18](=[O:19])[CH2:17][CH2:16][CH2:15][CH2:14][C:13](=[O:32])[N:9]3[CH:8]([C:6](=[O:7])[O:5]1)[CH2:12][CH2:11][CH2:10]3)[CH2:24][CH2:23][CH2:22]2. Starting materials: C(C)(C)N(C(C)C)CC (N,N-Diisopropylethylamine), Cl.C1(=CC=CC=C1)[C@H]1[C@@H](C1)N ((trans)-2-phenylcyclopropanamine hydrochloride), amine, BrCC(=O)OC (methyl 2-bromoacetate). Run in CC#N (CH3CN). Conditions: time 8 hour. Product: C1(=CC=CC=C1)[C@H]1[C@@H](C1)NCC(=O)OC (methyl 2-((trans)-2-phenylcyclopropylamino)acetate). Isolated yield 99.9%. Reaction SMILES: C(N(CC)C(C)C)(C)C.Cl.[C:11]1([C@@H:17]2[CH2:19][C@H:18]2[NH2:20])[CH:16]=[CH:15][CH:14]=[CH:13][CH:12]=1.Br[CH2:22][C:23]([O:25][CH3:26])=[O:24]>CC#N>[C:11]1([C@@H:17]2[CH2:19][C@H:18]2[NH:20][CH2:22][C:23]([O:25][CH3:26])=[O:24])[CH:16]=[CH:15][CH:14]=[CH:13][CH:12]=1 |f:1.2|. Reported procedure: N,N-Diisopropylethylamine (3 mL, 17.16 mmol) was added to a solution of (trans)-2-phenylcyclopropanamine hydrochloride (1.5 g, 8.58 mmol) in 70 mL of CH3CN. After complete dissolution of the amine the methyl 2-bromoacetate (930 μL, 9.44 mmol) was added and then stirred overnight at room temperature. After solvent removal the crude was purified by flash chromatography eluting with CH2Cl2/MeOH (99:1 to 90:10) to get methyl 2-((trans)-2-phenylcyclopropylamino)acetate as colourless oil (1.76 g, Yiel...